Dataset: the Open Reaction Database (ORD), a public repository of structured organic reaction records. Task: describe an organic reaction: reactants, conditions, products, and yield Reactants: NC1=NC(=C(C(=N1)Cl)NC=O)Cl (N-(2-Amino-4,6-dichloro-5-pyrimidinyl)formamide), N[C@@H]1CC=C(C1)CO ((4R)-4-amino-1-cyclopentene-1-methanol), (-)-2-azabicyclo[2.2]hept-5-en-3one. The product is NC1=NC(=C(C(=N1)N[C@@H]1CC=C(C1)CO)NC=O)Cl ((4R)-4-[(2-Amino-6-chloro-5-formamido-4-pyrimidinyl)amino]-1-cyclopentene-1-methanol). As a reaction SMILES: [NH2:1][C:2]1[N:7]=[C:6]([Cl:8])[C:5]([NH:9][CH:10]=[O:11])=[C:4](Cl)[N:3]=1.[NH2:13][C@H:14]1[CH2:18][C:17]([CH2:19][OH:20])=[CH:16][CH2:15]1>>[NH2:1][C:2]1[N:3]=[C:4]([NH:13][C@H:14]2[CH2:18][C:17]([CH2:19][OH:20])=[CH:16][CH2:15]2)[C:5]([NH:9][CH:10]=[O:11])=[C:6]([Cl:8])[N:7]=1. Procedure details: By the method of Exaple 7, N-(2-Amino-4,6-dichloro-5-pyrimidinyl)formamide (Example 3, 2.56 g, 52.4 mmol) was reacted with (4R)-4-amino-1-cyclopentene-1-methanol (1.4 g, 52.4 mmol), available from (-)-2-azabicyclo[2.2]hept-5-en-3one (Chiroscience) by methods described in Examples 1-4 and 42 of U.S. Pat. No. 5,049,671. Crystallization from ethyl acetate--methanol gave title compound as white crystals, m.p. 148-150° C.; mass spectrum (CI/CH4): 286, 284 (M+1), 190, 188 (B+M); 1H-NMR (DMSO-d6)δ: 8.9... The reactants are NC1=CC2=C(C3=CC=CC=C3C(=C2C=C1)C#CC1=CC=CC=C1)C#CC1=CC=CC=C1 (2-Amino 9,10-bis-phenylethynyl anthracene), C1=CC=CC=2C3=CC=CC=C3C=CC12 (phenanthrene). Reagents/catalysts: C(C)N(CC)CC (triethyl amine). The solvent is C1CCOC1 (THF). Conditions: time 24 hour. The product is C1=CC=C(C=C1)C#CC2=C3C=CC=CC3=C(C4=CC=CC=C42)C#CC5=CC=CC=C5 (BPEA). Yield: 39.6%. RXN SMILES: N[C:2]1[CH:15]=[CH:14][C:13]2[C:4](=[C:5]([C:24]#[C:25][C:26]3[CH:31]=[CH:30][CH:29]=[CH:28][CH:27]=3)[C:6]3[C:11]([C:12]=2[C:16]#[C:17][C:18]2[CH:23]=[CH:22][CH:21]=[CH:20][CH:19]=2)=[CH:10][CH:9]=[CH:8][CH:7]=3)[CH:3]=1.C1C2C=CC3C(=CC=CC=3)C=2C=CC=1>C1COCC1.C(N(CC)CC)C>[CH:29]1[CH:28]=[CH:27][C:26]([C:25]#[C:24][C:5]2[C:6]3[C:11](=[CH:10][CH:9]=[CH:8][CH:7]=3)[C:12]([C:16]#[C:17][C:18]3[CH:23]=[CH:22][CH:21]=[CH:20][CH:19]=3)=[C:13]3[C:4]=2[CH:3]=[CH:2][CH:15]=[CH:14]3)=[CH:31][CH:30]=1. Procedure: To 120 mg of 2-[4-(carboxybutyl)methylaminophenyl]-3-phenyl-5,6-dihydrothioxene prepared as described above (0.5 mmol) in 5.0 mL of THF was cooled in an ice bath for 30 minutes. 5.0 mL of oxalyl chloride was added to the cooled solution. The reaction mixture was stirred at 4° C. for 3 hours. Oxalyl chloride was evaporated on the rotovap under reduced pressure to give the acid chloride of 2-[4-(carboxybutyl)methylaminophenyl]-3-phenyl-5,6-dihydrothioxene. 2-Amino 9,10-bis-phenylethynyl anthracene... The solvent is C1CCOC1 (THF), C1CCOC1 (THF). Conditions: temperature 100 celsius, time 8 hour. Yields the product C(C)N1N=C(C2=NC=CC=C21)C2=CC=C(C=C2)OC2=NC=1C(=NC=CC1)N2 (1-Ethyl-3-[4-(3H-imidazo[4,5-b]pyridin-2-yloxy)phenyl]-1H-pyrazolo[4,3-b]pyridine). Procedure: A mixture of 1-ethyl-3-[4-(3-{[2-(trimethylsilyl)ethoxy]methyl}-3H-imidazo[4,5-b]pyridin-2-yloxy)phenyl]-1H-pyrazolo[4,3-b]pyridine (90 mg), 1 M TBAF in THF (0.74 mL) and THF (2 ml) was heated at 100° C. for 3 h under microwave irradiation. The mixture was stirred at 80° C. overnight. The mixture was poured into water and extracted with AcOEt. The organic layer was washed with brine, dried over Na2SO4, filtered and concentrated under reduced pressure. The residue was purified by basic silica gel... As a reaction SMILES: [CH2:1]([N:3]1[C:11]2[C:6](=[N:7][CH:8]=[CH:9][CH:10]=2)[C:5]([C:12]2[CH:17]=[CH:16][C:15]([O:18][C:19]3[N:27](COCC[Si](C)(C)C)[C:22]4=[N:23][CH:24]=[CH:25][CH:26]=[C:21]4[N:20]=3)=[CH:14][CH:13]=2)=[N:4]1)[CH3:2].CCCC[N+](CCCC)(CCCC)CCCC.[F-].O>C1COCC1>[CH2:1]([N:3]1[C:11]2[C:6](=[N:7][CH:8]=[CH:9][CH:10]=2)[C:5]([C:12]2[CH:17]=[CH:16][C:15]([O:18][C:19]3[NH:27][C:22]4=[N:23][CH:24]=[CH:25][CH:26]=[C:21]4[N:20]=3)=[CH:14][CH:13]=2)=[N:4]1)[CH3:2] |f:1.2|. Isolated yield 27.3%. Reactants: C(C)N1N=C(C2=NC=CC=C21)C2=CC=C(C=C2)OC2=NC=1C(=NC=CC1)N2COCC[Si](C)(C)C (1-ethyl-3-[4-(3-{[2-(trimethylsilyl)ethoxy]methyl}-3H-imidazo[4,5-b]pyridin-2-yloxy)phenyl]-1H-pyrazolo[4,3-b]pyridine), CCCC[N+](CCCC)(CCCC)CCCC.[F-] (TBAF), O (water).